This data is from the Open Reaction Database (ORD), a public repository of structured organic reaction records. The task is: describe an organic reaction: reactants, conditions, products, and yield Starting materials: OC=1C=C(C=CC1)[C@H]1[C@@H](C1)CNC(CCC)=O ((trans)-N-[[2-(3-Hydroxyphenyl)cyclopropyl]methyl]butanamide), COC=1C=C(C=CC1)[C@H]1[C@@H](C1)CNC(CCC)=O ((trans)-N-[[2-(3-methoxyphenyl)cyclopropyl]methyl]butanamide), B(Br)(Br)Br (BBr3). Solvent: ClCCl (dichloromethane). Run at time 18 hour. Yields the product C(C=C)OC=1C=C(C=CC1)[C@H]1[C@@H](C1)CNC(CCC)=O ((trans)-N-[[2-[3-(2-Propenyloxy)phenyl]cyclopropyl]methyl]butanamide). Yield: 75.0%. RXN SMILES: [OH:1][C:2]1[CH:3]=[C:4]([C@@H:8]2[CH2:10][C@H:9]2[CH2:11][NH:12][C:13](=[O:17])[CH2:14][CH2:15][CH3:16])[CH:5]=[CH:6][CH:7]=1.CO[C:20]1[CH:21]=C([C@@H]2C[C@H]2CNC(=O)CCC)C=C[CH:25]=1.B(Br)(Br)Br>ClCCl>[CH2:21]([O:1][C:2]1[CH:3]=[C:4]([C@@H:8]2[CH2:10][C@H:9]2[CH2:11][NH:12][C:13](=[O:17])[CH2:14][CH2:15][CH3:16])[CH:5]=[CH:6][CH:7]=1)[CH:20]=[CH2:25]. Procedure: (trans)-N-[[2-(3-Hydroxyphenyl)cyclopropyl]methyl]butanamide: To a stirred solution of (trans)-N-[[2-(3-methoxyphenyl)cyclopropyl]methyl]butanamide (3.50 g, 14.2 mmol) in dichloromethane (50 mL) at -78° C. was added BBr3 (28.4 mL, 1N in CH2Cl2, 28.4 mmol) dropwise. After addition was complete, the cooling bath was removed and stirring was continued for 18 h. The solution was poured over ice/H2O(100 mL) and extracted with 2.5 N NaOH. The basic extracts were combined, washed with dichloromethane, ... The reactants are O (water), ClC1=C2C(=NC=C1)N(C(=C2)C2=CNC1=CC(=C(C=C21)OC)OC)S(=O)(=O)C2=CC=C(C=C2)C (4-chloro-2-(5,6-dimethoxy-1H-indol-3-yl)-1-(toluene-4-sulfonyl)-1H-pyrrolo[2,3-b]pyridine), Cl.ClCCN1CCOCC1 (4-(2-chloroethyl)morpholine hydrochloride), C([O-])([O-])=O.[K+].[K+] (potassium carbonate). The solvent is CN(C=O)C (dimethylformamide). Conditions: temperature 95 celsius. The product is ClC1=C2C(=NC=C1)N(C(=C2)C2=CN(C1=CC(=C(C=C21)OC)OC)CCN2CCOCC2)S(=O)(=O)C2=CC=C(C=C2)C (4-chloro-2-[5,6-dimethoxy-1-(2-morpholin-4-ylethyl)-1H-indol-3-yl]-1-(toluene-4-sulfonyl)-1H-pyrrolo[2,3-b]pyridine). The yield is 43.7%. Reaction SMILES: [Cl:1][C:2]1[CH:7]=[CH:6][N:5]=[C:4]2[N:8]([S:24]([C:27]3[CH:32]=[CH:31][C:30]([CH3:33])=[CH:29][CH:28]=3)(=[O:26])=[O:25])[C:9]([C:11]3[C:19]4[C:14](=[CH:15][C:16]([O:22][CH3:23])=[C:17]([O:20][CH3:21])[CH:18]=4)[NH:13][CH:12]=3)=[CH:10][C:3]=12.Cl.Cl[CH2:36][CH2:37][N:38]1[CH2:43][CH2:42][O:41][CH2:40][CH2:39]1.C(=O)([O-])[O-].[K+].[K+].O>CN(C)C=O>[Cl:1][C:2]1[CH:7]=[CH:6][N:5]=[C:4]2[N:8]([S:24]([C:27]3[CH:32]=[CH:31][C:30]([CH3:33])=[CH:29][CH:28]=3)(=[O:26])=[O:25])[C:9]([C:11]3[C:19]4[C:14](=[CH:15][C:16]([O:22][CH3:23])=[C:17]([O:20][CH3:21])[CH:18]=4)[N:13]([CH2:36][CH2:37][N:38]4[CH2:43][CH2:42][O:41][CH2:40][CH2:39]4)[CH:12]=3)=[CH:10][C:3]=12 |f:1.2,3.4.5|. Procedure: A suspension of 1 g of 4-chloro-2-(5,6-dimethoxy-1H-indol-3-yl)-1-(toluene-4-sulfonyl)-1H-pyrrolo[2,3-b]pyridine, 0.655 g of 4-(2-chloroethyl)morpholine hydrochloride and 1.11 g of potassium carbonate in 10 ml of dimethylformamide is heated at around 95° C. for approximately 3 hours. After cooling to a temperature in the region of 20° C., the reaction mixture is run into 20 ml of water, and extracted with three times 100 ml of ethyl acetate. The combined organic phases are washed with 100 ml of ... Starting materials: powder, FC(C(=O)O)(F)F.N[C@H]1C[C@@H](CCC1)C(=O)O ((1R,3R)-3-aminocyclohexanecarboxylic acid trifluoroacetate), Cl.N[C@@H]1CC[C@H](CC1)C(=O)O (trans-4-aminocyclohexanecarboxylic acid hydrochloride). Product: N[C@H]1C[C@@H](CCC1)CO (((1R,3R)-3-Aminocyclohexyl)methanol). Reaction SMILES: FC(F)(F)C(O)=O.[NH2:8][C@@H:9]1[CH2:14][CH2:13][CH2:12][C@@H:11]([C:15](O)=[O:16])[CH2:10]1.Cl.N[C@H]1CC[C@H](C(O)=O)CC1>>[NH2:8][C@@H:9]1[CH2:14][CH2:13][CH2:12][C@@H:11]([CH2:15][OH:16])[CH2:10]1 |f:0.1,2.3|. Procedure: ((1R,3R)-3-Aminocyclohexyl)methanol was synthesized as a white powder (213 mg, 75%) using a procedure analogous to that described in Step 1 of Example 179, substituting (1R,3R)-3-aminocyclohexanecarboxylic acid trifluoroacetate from the previous step for trans-4-aminocyclohexanecarboxylic acid hydrochloride used in Example 179. Starting materials: ClCCl (Dichloromethane), FC1=C(C=CC(=C1)F)N1NC=2[C@@]3(CC[C@H](C2C1=O)C3(C)C)C ((4S,7R)-2-(2,4-difluoro-phenyl)-7,8,8-trimethyl-1,2,4,5,6,7-hexahydro-4,7-methano-indazol-3-one), FC1=C(C=CC(=C1)F)N1NC=2[C@@]3(CC[C@H](C2C1=O)C3(C)C)C ((4S,7R)-2-(2,4-difluoro-phenyl)-7,8,8-trimethyl-1,2,4,5,6,7-hexahydro-4,7-methano-indazol-3-one), FC(C=1C=C(CBr)C=CC1)(F)F (3-(trifluoromethyl)benzyl bromide). Reagents/catalysts: [I-].C(CCC)[N+](CCCC)(CCCC)CCCC (tetrabutylammonium iodide). The solvent is CN(C=O)C (dimethylformamide). Reaction conditions: temperature 100 celsius. Product: FC1=C(C=CC(=C1)F)N1N(C=2[C@@]3(CC[C@H](C2C1=O)C3(C)C)C)CC3=CC(=CC=C3)C(F)(F)F ((4S,7R)-2-(2,4-difluoro-phenyl)-7,8,8-trimethyl-1-(3-trifluoromethyl-benzyl)-1,2,4,5,6,7-hexahydro-4,7-methano-indazol-3-one). Isolated yield 70.8%. As a reaction SMILES: [F:1][C:2]1[CH:7]=[C:6]([F:8])[CH:5]=[CH:4][C:3]=1[N:9]1[C:17](=[O:18])[C:16]2[C@@H:15]3[C:19]([CH3:21])([CH3:20])[C@@:12]([CH3:22])([CH2:13][CH2:14]3)[C:11]=2[NH:10]1.[F:23][C:24]([F:34])([F:33])[C:25]1[CH:26]=[C:27]([CH:30]=[CH:31][CH:32]=1)[CH2:28]Br.ClCCl>[I-].C([N+](CCCC)(CCCC)CCCC)CCC.CN(C)C=O>[F:1][C:2]1[CH:7]=[C:6]([F:8])[CH:5]=[CH:4][C:3]=1[N:9]1[C:17](=[O:18])[C:16]2[C@@H:15]3[C:19]([CH3:21])([CH3:20])[C@@:12]([CH3:22])([CH2:13][CH2:14]3)[C:11]=2[N:10]1[CH2:28][C:27]1[CH:30]=[CH:31][CH:32]=[C:25]([C:24]([F:23])([F:33])[F:34])[CH:26]=1 |f:3.4|. Procedure details: A mixture of (4S,7R)-2-(2,4-difluoro-phenyl)-7,8,8-trimethyl-1,2,4,5,6,7-hexahydro-4,7-methano-indazol-3-one (Intermediate 14; 100 mg, 0.33 mmol), tetrabutylammonium iodide (85 mg, 0.23 mmol) and 3-(trifluoromethyl)benzyl bromide (200 μL, 1.3 mmol) in dimethylformamide (2 mL) was heated at 100° C. overnight. Dichloromethane (50 mL) was added and the solution was washed with water (3×20 mL), 50% aqueous sodium thiosulfate (20 mL), and brine (20 mL). The solution was dried (magnesium sulfate), fil... RXN SMILES: [Cl:1][c:2]1[n:3][c:4](-[c:12]2[cH:13][n:14][cH:15][cH:16][cH:17]2)[n:5][c:6]([C:8]([F:9])([F:10])[F:11])[cH:7]1.[NH2:18][n:19]1[cH:20][n:21][n:22][cH:23]1>>[c:2]1([NH:18][n:19]2[cH:20][n:21][n:22][cH:23]2)[n:3][c:4](-[c:12]2[cH:13][n:14][cH:15][cH:16][cH:17]2)[n:5][c:6]([C:8]([F:9])([F:10])[F:11])[cH:7]1. The product is FC(F)(F)c1cc(Nn2cnnc2)nc(-c2cccnc2)n1. Reactants: FC(F)(F)c1cc(Cl)nc(-c2cccnc2)n1, Nn1cnnc1. Starting materials: C(C)(C)(C)OC(NCCCN(S(=O)(=O)C)CC1=CC(=CC=C1)C1=NC(=NC=C1)Cl)=O ((3-{[3-(2-Chloro-pyrimidin-4-yl)-benzyl]-methanesulfonyl-amino}-propyl)-carbamic acid tert-butyl ester), ClC1=CC=C(C=C1)CCN (2-(4-chloro-phenyl)-ethylamine), 474. Product: NCCCN(S(=O)(=O)C)CC1=CC(=CC=C1)C1=NC(=NC=C1)NCCC1=CC=C(C=C1)Cl (N-(3-Amino-propyl)-N-(3-{2-[2-(4-chloro-phenyl)-ethylamino]-pyrimidin-4-yl}-benzyl)-methanesulfonamide). RXN SMILES: C(OC(=O)[NH:7][CH2:8][CH2:9][CH2:10][N:11]([CH2:16][C:17]1[CH:22]=[CH:21][CH:20]=[C:19]([C:23]2[CH:28]=[CH:27][N:26]=[C:25](Cl)[N:24]=2)[CH:18]=1)[S:12]([CH3:15])(=[O:14])=[O:13])(C)(C)C.[Cl:31][C:32]1[CH:37]=[CH:36][C:35]([CH2:38][CH2:39][NH2:40])=[CH:34][CH:33]=1>>[NH2:7][CH2:8][CH2:9][CH2:10][N:11]([CH2:16][C:17]1[CH:22]=[CH:21][CH:20]=[C:19]([C:23]2[CH:28]=[CH:27][N:26]=[C:25]([NH:40][CH2:39][CH2:38][C:35]3[CH:36]=[CH:37][C:32]([Cl:31])=[CH:33][CH:34]=3)[N:24]=2)[CH:18]=1)[S:12]([CH3:15])(=[O:13])=[O:14]. Reported procedure: Intermediate 4 was coupled to 2-(4-chloro-phenyl)-ethylamine following procedure F and the resulting product deprotected following procedure G. LC-MS showed the product had the expected M+H+ of 474. 1H NMR (Varian 300 MHz, CD3OD, shifts relative to the solvent peak at 3.30 ppm) δ 8.7 (m, 1H) 8.16 (m, 4H) 7.65 (m, 6H) 4.45 (s, 2H) 3.95 (m, 2H) 3.4 (m, 2H) 3.18 (m, 4H) 3.0 (m, 2H) 2.9 (s, 3H) 1.75 (m, 2H). Reactants: O1C(=CC=C1)C=1OC(=C(N1)COC1=C(C=C(C=C1)CCC(=O)OCC)OC)C (ethyl 3-[4-[2-(2-furyl)-5-methyl-4-oxazolylmethoxy]-3-methoxyphenyl]propionate), [BH4-].[Na+] (sodium borohydride), O1CCCC1 (tetrahydrofuran), CO (methanol). Solvent: O (water). Product: O1C(=CC=C1)C=1OC(=C(N1)COC1=C(C=C(C=C1)CCCO)OC)C (3-[4-[2-(2-furyl)-5-methyl-4-oxazolylmethoxy]-3-methoxyphenyl]propanol). Isolated yield 87.0%. RXN SMILES: [O:1]1[CH:5]=[CH:4][CH:3]=[C:2]1[C:6]1[O:7][C:8]([CH3:28])=[C:9]([CH2:11][O:12][C:13]2[CH:18]=[CH:17][C:16]([CH2:19][CH2:20][C:21](OCC)=[O:22])=[CH:15][C:14]=2[O:26][CH3:27])[N:10]=1.[BH4-].[Na+].O1CCCC1.CO>O>[O:1]1[CH:5]=[CH:4][CH:3]=[C:2]1[C:6]1[O:7][C:8]([CH3:28])=[C:9]([CH2:11][O:12][C:13]2[CH:18]=[CH:17][C:16]([CH2:19][CH2:20][CH2:21][OH:22])=[CH:15][C:14]=2[O:26][CH3:27])[N:10]=1 |f:1.2|. Procedure details: To a mixture of ethyl 3-[4-[2-(2-furyl)-5-methyl-4-oxazolylmethoxy]-3-methoxyphenyl]propionate (20 g), sodium borohydride (9.8 g) and tetrahydrofuran (THF) (200 ml) was added dropwise methanol (50 ml) over 2 hours under reflux. The reaction mixture was poured into water, which was subjected to extraction with ethyl acetate. The ethyl acetate layer was washed with water, dried (MgSO4) and concentrated to yield 3-[4-[2-(2-furyl)-5-methyl-4-oxazolylmethoxy]-3-methoxyphenyl]propanol (15.5 g, 87%), w...